Dataset: the Open Reaction Database (ORD), a public repository of structured organic reaction records. Task: describe an organic reaction: reactants, conditions, products, and yield Reactants: BrC=1C=CC(=C(C1)C(=O)C=1NC=CC1)F ((5-bromo-2-fluoro-phenyl)-(1H-pyrrol-2-yl)-methanone), O.NN (hydrazine hydrate). The solvent is O (water). Run at temperature 150 celsius. Product: BrC=1C=C2C(=NNC2=CC1)C=1NC=CC1 (5-bromo-3-(1H-pyrrol-2-yl)-1H-indazole). The yield is 99.0%. As a reaction SMILES: [Br:1][C:2]1[CH:3]=[CH:4][C:5](F)=[C:6]([C:8]([C:10]2[NH:11][CH:12]=[CH:13][CH:14]=2)=O)[CH:7]=1.O.[NH2:17][NH2:18]>O>[Br:1][C:2]1[CH:7]=[C:6]2[C:5](=[CH:4][CH:3]=1)[NH:18][N:17]=[C:8]2[C:10]1[NH:11][CH:12]=[CH:13][CH:14]=1 |f:1.2|. Procedure details: A slurry containing (5-bromo-2-fluoro-phenyl)-(1H-pyrrol-2-yl)-methanone (Preparation #16b, 2.40 g, 8.96 mmol) and hydrazine hydrate (35 mL) was sealed and heated by microwave iat about 150° C. for about 1 hour. The reaction was cooled to ambient temperature and diluted with water (150 mL). The product was extracted with EtOAc (150 mL), washed with 2N HCl solution (50 mL), saturated NaHCO3 solution (50 mL) and finally a saturated NaCl solution. The EtOAc layer was dried over anhydrous MgSO4, fil... Isolated yield 78.0%. Reaction conditions: temperature 5 celsius, time 8 hour. Reported procedure: A mixture of 4'-amino-3'-(2,4-difluorophenoxy)acetophenone (1.7 g), pyridine (0.52 g), and iodobenzene dichloride (1.8 g) in tetrahydrofuran (20 ml) was stirred overnight at 5° C. The mixture was concentrated. The residue was dissolved in ethyl acetate and washed with water, an aqueous solution of sodium bisulfite, and water. The organic layer was evaporated to give a powder of 4'-amino-3'-chloro-5'-(2,4-difluorophenoxy)acetophenone (1.5 g). Reactants: NC1=C(C=C(C=C1)C(C)=O)OC1=C(C=C(C=C1)F)F (4'-amino-3'-(2,4-difluorophenoxy)acetophenone), N1=CC=CC=C1 (pyridine), [Cl-].[Cl-].IC1=CC=CC=C1 (iodobenzene dichloride). The solvent is O1CCCC1 (tetrahydrofuran). RXN SMILES: [NH2:1][C:2]1[CH:7]=[CH:6][C:5]([C:8](=[O:10])[CH3:9])=[CH:4][C:3]=1[O:11][C:12]1[CH:17]=[CH:16][C:15]([F:18])=[CH:14][C:13]=1[F:19].N1C=CC=CC=1.[Cl-:26].[Cl-].IC1C=CC=CC=1>O1CCCC1>[NH2:1][C:2]1[C:3]([O:11][C:12]2[CH:17]=[CH:16][C:15]([F:18])=[CH:14][C:13]=2[F:19])=[CH:4][C:5]([C:8](=[O:10])[CH3:9])=[CH:6][C:7]=1[Cl:26] |f:2.3.4|. Yields the product NC1=C(C=C(C=C1OC1=C(C=C(C=C1)F)F)C(C)=O)Cl (4'-amino-3'-chloro-5'-(2,4-difluorophenoxy)acetophenone). The reactants are C([C@H](O)[C@@H](O)C(=O)O)(=O)O.N[C@@H]1C[C@@H]([C@@H]2[C@H]1OC(O2)(C)C)OCCO (2-(((3aR,4S,6R,6aS)-6-amino-2,2-dimethyltetrahydro-3aH-cyclopenta[d][1,3]dioxol-4-yl)oxy)ethanol L-tartaric acid salt), C([O-])(O)=O.[Na+] (sodium bicarbonate), ClC1=NC(=NC(=C1N)Cl)SCCC (4,6-dichloro-2-(propylthio)pyrimidin-5-amine), C(CC(C)C)O (isoamyl alcohol). Run in C1(=CC=CC=C1)C (toluene), O (water). Run at temperature 105 celsius, time 20 minute. Product: NC=1C(=NC(=NC1Cl)SCCC)N[C@@H]1C[C@@H]([C@@H]2[C@H]1OC(O2)(C)C)OCCO (2-(((3aR,4S,6R,6aS)-6-((5-Amino-6-Chloro-2-(Propylthio)Pyrimidin-4-Yl)Amino)-2,2-Dimethyltetrahydro-3aH-Cyclopenta[d][1,3]Dioxol-4-Yl)Oxy)Ethanol). The yield is 82.0%. RXN SMILES: C(O)(=O)[C@@H]([C@H](C(O)=O)O)O.[NH2:11][C@H:12]1[C@@H:16]2[O:17][C:18]([CH3:21])([CH3:20])[O:19][C@@H:15]2[C@@H:14]([O:22][CH2:23][CH2:24][OH:25])[CH2:13]1.C(=O)(O)[O-].[Na+].[Cl:31][C:32]1[C:37]([NH2:38])=[C:36](Cl)[N:35]=[C:34]([S:40][CH2:41][CH2:42][CH3:43])[N:33]=1.C(O)CC(C)C>C1(C)C=CC=CC=1.O>[NH2:38][C:37]1[C:36]([NH:11][C@H:12]2[C@@H:16]3[O:17][C:18]([CH3:20])([CH3:21])[O:19][C@@H:15]3[C@@H:14]([O:22][CH2:23][CH2:24][OH:25])[CH2:13]2)=[N:35][C:34]([S:40][CH2:41][CH2:42][CH3:43])=[N:33][C:32]=1[Cl:31] |f:0.1,2.3|. Procedure details: A flask was charged with 2-(((3aR,4S,6R,6aS)-6-amino-2,2-dimethyltetrahydro-3aH-cyclopenta[d][1,3]dioxol-4-yl)oxy)ethanol L-tartaric acid salt (17 g), sodium bicarbonate (21.2 g), 4,6-dichloro-2-(propylthio)pyrimidin-5-amine (10 g) and isoamyl alcohol (30 mL). The mixture was heated to about 100-110° C. and maintained at the same temperature for about 10-12 hours and completion of the reaction was monitored by TLC. After completion of reaction the mixture was cooled to room temperature then filt... Reactants: stainless steel, [H][H] (hydrogen), [N+](=O)([O-])C1=CC=C(C=C1)NC(C1=CC=C(C(=O)NC2=CC=C(C=C2)[N+](=O)[O-])C=C1)=O (N,N'-bis(4-nitrophenyl)terephthalamide), [H][H] (Hydrogen), [H][H] (hydrogen). Reagents/catalysts: [Ni] (Raney nickel). Run in CC(=O)N(C)C (dimethylacetamide). Reaction conditions: temperature 100 celsius. Yields the product NC1=CC=C(C=C1)NC(C1=CC=C(C(=O)NC2=CC=C(C=C2)N)C=C1)=O (N,N'-bis(4-aminophenyl)terephthalamide). Reaction SMILES: [N+:1]([C:4]1[CH:9]=[CH:8][C:7]([NH:10][C:11](=[O:30])[C:12]2[CH:29]=[CH:28][C:15]([C:16]([NH:18][C:19]3[CH:24]=[CH:23][C:22]([N+:25]([O-])=O)=[CH:21][CH:20]=3)=[O:17])=[CH:14][CH:13]=2)=[CH:6][CH:5]=1)([O-])=O.[H][H]>[Ni].CC(N(C)C)=O>[NH2:25][C:22]1[CH:21]=[CH:20][C:19]([NH:18][C:16](=[O:17])[C:15]2[CH:28]=[CH:29][C:12]([C:11]([NH:10][C:7]3[CH:8]=[CH:9][C:4]([NH2:1])=[CH:5][CH:6]=3)=[O:30])=[CH:13][CH:14]=2)=[CH:24][CH:23]=1. Reported procedure: Into a 300 ml. pressure-vessel of stainless steel equipped with a magnetic stirrer, a thermometer, and a hydrogen inlet tube, were placed 145 ml. of dimethylacetamide, 18 grs. of N,N'-bis(4-nitrophenyl)terephthalamide prepared in Procedure (b-ii) above, and 2 grs. of Raney nickel. While stirring the contents of the vessel, the temperature was slowly raised to 100° C. Hydrogen gas of about 600 psi was introduced to the bottom of the vessel via the hydrogen inlet tube. The above hydrogen pressure ... Yields the product CC1(OC(C(C(O1)=O)C(C#N)(C)C)=O)C (2-(2,2-dimethyl-4,6-dioxo-1,3-dioxan-5-yl)-2-methylpropanenitrile). As a reaction SMILES: [CH3:1][C:2]1([CH3:13])[O:7][C:6](=[O:8])[C:5](=[C:9]([CH3:11])[CH3:10])[C:4](=[O:12])[O:3]1.[C-:14]#[N:15].[K+]>>[CH3:13][C:2]1([CH3:1])[O:3][C:4](=[O:12])[CH:5]([C:9]([CH3:10])([CH3:11])[C:14]#[N:15])[C:6](=[O:8])[O:7]1 |f:1.2|. The reactants are CC1(OC(C(C(O1)=O)=C(C)C)=O)C (2,2-dimethyl-5-(1-methylethylidene)-1,3-dioxane-4,6-dione), [C-]#N.[K+] (potassium cyanide). Procedure: This compound was prepared by using procedures analogous to those described for the synthesis of Example 120, Step 2 starting from 2,2-dimethyl-5-(1-methylethylidene)-1,3-dioxane-4,6-dione and potassium cyanide. Starting materials: BrN1C(CCC1=O)=O (N-bromosuccinimide), CC1=CC=C(S1)C(=O)OCC1=CC=CC=C1 (benzyl 5-methylthiophene-2-carboxylate). The reagents and catalysts are N(=NC(C#N)(C)C)C(C#N)(C)C (azobisisobutyronitrile). Solvent: C(Cl)(Cl)(Cl)Cl (carbon tetrachloride). Reaction conditions: temperature 80 celsius, time 8 hour. The product is BrCC1=CC=C(S1)C(=O)OCC1=CC=CC=C1 (benzyl 5-(bromomethyl)thiophene-2-carboxylate). Yield: 62.9%. RXN SMILES: [CH3:1][C:2]1[S:6][C:5]([C:7]([O:9][CH2:10][C:11]2[CH:16]=[CH:15][CH:14]=[CH:13][CH:12]=2)=[O:8])=[CH:4][CH:3]=1.[Br:17]N1C(=O)CCC1=O>N(C(C)(C)C#N)=NC(C)(C)C#N.C(Cl)(Cl)(Cl)Cl>[Br:17][CH2:1][C:2]1[S:6][C:5]([C:7]([O:9][CH2:10][C:11]2[CH:16]=[CH:15][CH:14]=[CH:13][CH:12]=2)=[O:8])=[CH:4][CH:3]=1. Procedure: To a mixture of 5.27 g of benzyl 5-methylthiophene-2-carboxylate and 100 mL of carbon tetrachloride were added 4.18 g of N-bromosuccinimide (NBS) and 142 mg of azobisisobutyronitrile (AIBN), followed by stirring overnight at 80° C. The reaction mixture was concentrated under reduced pressure, and the residue was purified by silica gel column chromatography (hexane:ethyl acetate=7:3), thereby obtaining 4.44 g of benzyl 5-(bromomethyl)thiophene-2-carboxylate. Starting materials: CCC1C=C(C)CC(C)CC(OC)C2OC(O)(C(=O)C(=O)N3CCCCC3C(=O)OC(C(C)=CC3CCC(O)C(O)C3)C(C)C(O)CC1=O)C(C)CC2OC, ClCCl, CCOC(C)=O, CC(C)(C)[Si](C)(C)OS(=O)(=O)C(F)(F)F, Cc1cccc(C)n1. Yields the product CCC1C=C(C)CC(C)CC(OC)C2OC(O)(C(=O)C(=O)N3CCCCC3C(=O)OC(C(C)=CC3CCC(O[Si](C)(C)C(C)(C)C)C(O)C3)C(C)C(O)CC1=O)C(C)CC2OC. Reaction SMILES: [CH2:1]([CH3:2])[CH:3]1[C:4](=[O:55])[CH2:5][CH:6]([OH:54])[CH:7]([CH3:53])[CH:8]([C:42](=[CH:43][CH:44]2[CH2:45][CH:46]([OH:51])[CH:47]([OH:50])[CH2:48][CH2:49]2)[CH3:52])[O:9][C:10](=[O:41])[CH:11]2[CH2:12][CH2:13][CH2:14][CH2:15][N:16]2[C:17](=[O:40])[C:18](=[O:39])[C:19]2([OH:38])[CH:20]([CH3:37])[CH2:21][CH:22]([O:35][CH3:36])[CH:23]([CH:24]([O:32][CH3:33])[CH2:25][CH:26]([CH3:31])[CH2:27][C:28]([CH3:30])=[CH:29]1)[O:34]2.[CH2:79]([Cl:80])[Cl:81].[CH3:82][CH2:83][O:84][C:85](=[O:86])[CH3:87].[F:64][C:65]([F:66])([F:67])[S:68]([O:69][Si:70]([CH3:71])([CH3:72])[C:73]([CH3:74])([CH3:75])[CH3:76])(=[O:77])=[O:78].[n:56]1[c:57]([CH3:58])[cH:59][cH:60][cH:61][c:62]1[CH3:63]>>[CH2:1]([CH3:2])[CH:3]1[C:4](=[O:55])[CH2:5][CH:6]([OH:54])[CH:7]([CH3:53])[CH:8]([C:42](=[CH:43][CH:44]2[CH2:45][CH:46]([OH:51])[CH:47]([O:50][Si:70]([CH3:71])([CH3:72])[C:73]([CH3:74])([CH3:75])[CH3:76])[CH2:48][CH2:49]2)[CH3:52])[O:9][C:10](=[O:41])[CH:11]2[CH2:12][CH2:13][CH2:14][CH2:15][N:16]2[C:17](=[O:40])[C:18](=[O:39])[C:19]2([OH:38])[CH:20]([CH3:37])[CH2:21][CH:22]([O:35][CH3:36])[CH:23]([CH:24]([O:32][CH3:33])[CH2:25][CH:26]([CH3:31])[CH2:27][C:28]([CH3:30])=[CH:29]1)[O:34]2. The reactants are CC(COCCO)(COCCO)C (5,5-dimethyl-3,7-dioxanonane-1,9-diol), C(C=C)(=O)O (acrylic acid). Yields the product C(C=C)(=O)OCCOCC(COCCOC(C=C)=O)(C)C (1,9-diacrylyloxy-5,5-dimethyl-3,7-dioxanonane). As a reaction SMILES: [CH3:1][C:2]([CH3:13])([CH2:8][O:9][CH2:10][CH2:11][OH:12])[CH2:3][O:4][CH2:5][CH2:6][OH:7].[C:14]([OH:18])(=O)[CH:15]=[CH2:16]>>[C:3]([O:12][CH2:11][CH2:10][O:9][CH2:8][C:2]([CH3:13])([CH3:1])[CH2:3][O:4][CH2:5][CH2:6][O:7][C:14](=[O:18])[CH:15]=[CH2:16])(=[O:4])[CH:2]=[CH2:1]. Procedure details: One mole of neopentyl glycol (viz., 2,2-dimethylpropane-1,3-diol) is reacted with two moles ethylene oxide to produce 5,5-dimethyl-3,7-dioxanonane-1,9-diol. One mole of 5,5-dimethyl-3,7-dioxanonane-1,9-diol is reacted with two moles acrylic acid to produce 1,9-diacrylyloxy-5,5-dimethyl-3,7-dioxanonane.